This data is from the Open Reaction Database (ORD), a public repository of structured organic reaction records. The task is: describe an organic reaction: reactants, conditions, products, and yield Reactants: CC1(C)CCC(C)(C)N1, O=C1c2ccccc2-c2c(OCC3CO3)cccc21, C1COCCO1. Yields the product CC1(C)CCC(C)(C)N1CC(O)COc1cccc2c1-c1ccccc1C2=O. RXN SMILES: [CH3:20][C:21]1([CH3:28])[NH:22][C:23]([CH3:26])([CH3:27])[CH2:24][CH2:25]1.[O:1]1[CH:2]([CH2:3][O:4][c:5]2[cH:6][cH:7][cH:8][c:9]3[c:17]2-[c:16]2[c:11]([cH:12][cH:13][cH:14][cH:15]2)[C:10]3=[O:18])[CH2:19]1.[O:29]1[CH2:30][CH2:31][O:32][CH2:33][CH2:34]1>>[OH:1][CH:2]([CH2:3][O:4][c:5]1[cH:6][cH:7][cH:8][c:9]2[c:17]1-[c:16]1[c:11]([cH:12][cH:13][cH:14][cH:15]1)[C:10]2=[O:18])[CH2:19][N:22]1[C:21]([CH3:20])([CH3:28])[CH2:25][CH2:24][C:23]1([CH3:26])[CH3:27]. Reactants: Cl, CC(CCl)c1ccc([N+](=O)[O-])cc1, I, Cl[Sb](Cl)Cl. Product: CC(CCl)c1ccc([N+](=O)[O-])cc1Cl. Reaction SMILES: [Cl:19].[Cl:1][CH2:2][CH:3]([CH3:4])[c:5]1[cH:6][cH:7][c:8]([N+:11](=[O:12])[O-:13])[cH:9][cH:10]1.[I:18].[Sb:14]([Cl:15])([Cl:16])[Cl:17]>>[Cl:1][CH2:2][CH:3]([CH3:4])[c:5]1[c:6]([Cl:15])[cH:7][c:8]([N+:11](=[O:12])[O-:13])[cH:9][cH:10]1. The reactants are FC=1C=C(C=CC1F)C1(CN(CC1)CC)OC (3-(3,4-difluorophenyl)-1-ethyl-3-methoxypyrrolidine), ClC=1C=C(C(=O)OO)C=CC1 (3-chloroperoxybenzoic acid). The solvent is ClCCl (dichloromethane). Run at time 30 minute. The product is FC=1C=C(C=CC1F)C1(C[N+](CC1)(CC)[O-])OC (3-(3,4-difluorophenyl)-1-ethyl-3-methoxypyrrolidine-1-oxide). As a reaction SMILES: [F:1][C:2]1[CH:3]=[C:4]([C:9]2([O:16][CH3:17])[CH2:13][CH2:12][N:11]([CH2:14][CH3:15])[CH2:10]2)[CH:5]=[CH:6][C:7]=1[F:8].ClC1C=C(C=CC=1)C(OO)=[O:23]>ClCCl>[F:1][C:2]1[CH:3]=[C:4]([C:9]2([O:16][CH3:17])[CH2:13][CH2:12][N+:11]([O-:23])([CH2:14][CH3:15])[CH2:10]2)[CH:5]=[CH:6][C:7]=1[F:8]. Procedure: To a stirred solution of enantiomer 2 of 3-(3,4-difluorophenyl)-1-ethyl-3-methoxypyrrolidine (0.011 g, 0.045 mmol) in dichloromethane (2 ml) was added 3-chloroperoxybenzoic acid (77%) (0.0204 g, 0.09 mmol). The mixture was stirred at room temperature for 30 min and was then filtrated through a plug of aluminiumoxid (basic) which was eluted with dichloromethane:MeOH (9:1). The crude product was analyzed by LCMS (Qtrap, Applied Biosystems, Q1 MS). analysis showed <95% conversion: MS (m+1)/z; 258 (... Reactants: C(C1=CC=CC=C1)N1N=CC(=C(C1=O)Cl)O (2-benzyl-4-chloro-5-hydroxy-3(2H)-pyridazinone). Reagents/catalysts: [Pd] (Pd/C). Run in [OH-].[Na+] (sodium hydroxide). The product is C(C1=CC=CC=C1)N1N=CC(=CC1=O)O (2-benzyl-5-hydroxy-3(2H)-pyridazinone). The yield is 96.0%. RXN SMILES: [CH2:1]([N:8]1[C:13](=[O:14])[C:12](Cl)=[C:11]([OH:16])[CH:10]=[N:9]1)[C:2]1[CH:7]=[CH:6][CH:5]=[CH:4][CH:3]=1>[OH-].[Na+].[Pd]>[CH2:1]([N:8]1[C:13](=[O:14])[CH:12]=[C:11]([OH:16])[CH:10]=[N:9]1)[C:2]1[CH:7]=[CH:6][CH:5]=[CH:4][CH:3]=1 |f:1.2|. Reported procedure: To the mixture of 60 g of 2-benzyl-4,5-dichloro-3(2H)-pyridazinone and 38.8 g of potassium hydroxide was added 250 ml of ethanol and 150 ml of water and heated in an oil bath to the refluxing temperature for 10 hours. After reaction the solvent was distilled off under reduced pressure, and to the residual solution was added 200 ml of water and washed twice with chloroform, the water layer was acidified with concentrated hydrochloric acid. The white solid thus separated was filtered off, washed w... Starting materials: C#CCBr, O=C([O-])[O-], CC#N, CCOC(=O)c1cc(O)nn1-c1ncc(Cl)cc1Cl, [K+], [K+], O. Yields the product C#CCOc1cc(C(=O)OCC)n(-c2ncc(Cl)cc2Cl)n1. As a reaction SMILES: [Br:29][CH2:30][C:31]#[CH:32].[C:23](=[O:24])([O-:25])[O-:26].[CH3:20][C:21]#[N:22].[Cl:1][c:2]1[c:3](-[n:9]2[n:10][c:11]([OH:19])[cH:12][c:13]2[C:14](=[O:15])[O:16][CH2:17][CH3:18])[n:4][cH:5][c:6]([Cl:8])[cH:7]1.[K+:27].[K+:28].[OH2:33]>>[Cl:1][c:2]1[c:3](-[n:9]2[n:10][c:11]([O:19][CH2:32][C:31]#[CH:30])[cH:12][c:13]2[C:14](=[O:15])[O:16][CH2:17][CH3:18])[n:4][cH:5][c:6]([Cl:8])[cH:7]1. Reaction SMILES: [NH2:1][CH2:2][CH2:3][CH2:4][CH2:5][CH2:6][CH2:7][CH2:8][CH2:9][CH2:10][CH2:11][C:12]([OH:14])=[O:13].[OH-].[CH3:16][N+:17]([CH3:20])([CH3:19])[CH3:18]>O1CCCC1>[NH2:1][CH2:2][CH2:3][CH2:4][CH2:5][CH2:6][CH2:7][CH2:8][CH2:9][CH2:10][CH2:11][C:12]([O-:14])=[O:13].[CH3:16][N+:17]([CH3:20])([CH3:19])[CH3:18] |f:1.2,4.5|. Starting materials: NCCCCCCCCCCC(=O)O (11-aminoundecanoic acid), [OH-].C[N+](C)(C)C (tetramethylammonium hydroxide). Product: NCCCCCCCCCCC(=O)[O-].C[N+](C)(C)C (Tetramethylammonium 11-aminoundecanoate). Reported procedure: Tetramethylammonium 11-aminoundecanoate was synthesized by titration of a methanolic suspension of 11-aminoundecanoic acid (4.04 grams (g) in approximately 4 ml methanol, Aldrich) with methanolic tetramethylammonium hydroxide (8.4 ml, Aldrich), evaporation of the solvent under reduced pressure, and recrystallization from tetrahydrofuran (about 50 ml, Aldrich). Run in O1CCCC1 (tetrahydrofuran). Starting materials: crude residue, ICl (ICl), C(C)(=O)[O-].[Na+] (sodium acetate), [N+](=O)([O-])C1=CC=C(C=C2CCOCC2)C=C1 (4-(4-nitrobenzylidene)tetrahydro-2H-pyran). Reagents/catalysts: O=[Pt]=O (PtO2). Solvent: C(Cl)(Cl)Cl (CHCl3), CO (MeOH), CO (MeOH). Run at time 3.5 hour. The product is IC1=C(N)C=CC(=C1)CC1CCOCC1 (2-iodo-4-(tetrahydro-2H-pyran-4-ylmethyl)aniline). Isolated yield 34.0%. Reaction SMILES: [N+:1]([C:4]1[CH:16]=[CH:15][C:7]([CH:8]=[C:9]2[CH2:14][CH2:13][O:12][CH2:11][CH2:10]2)=[CH:6][CH:5]=1)([O-])=O.C([O-])(=O)C.[Na+].[I:22]Cl>C(Cl)(Cl)Cl.CO.O=[Pt]=O>[I:22][C:5]1[CH:6]=[C:7]([CH2:8][CH:9]2[CH2:14][CH2:13][O:12][CH2:11][CH2:10]2)[CH:15]=[CH:16][C:4]=1[NH2:1] |f:1.2|. Procedure: A mixture of 4-(4-nitrobenzylidene)tetrahydro-2H-pyran (2.0 g) and PtO2 (0.2 g) is hydrogenated at 40 p.s.i. H2 for 3.5 h. The mixture is filtered through celite and the filtrate condensed. The crude residue is dissolved in a mixture of 40 mL CHCl3 and 4 mL MeOH. To this is added sodium acetate (2.24 g), followed by the dropwise addition of a solution of ICl (0.69 mL) in MeOH (10 mL). The reaction is stirred at room temperature for 1 h then quenched by pouring into an iced saturated solution of ...